The task is: describe an organic reaction: reactants, conditions, products, and yield. This data is from the Open Reaction Database (ORD), a public repository of structured organic reaction records. The reactants are CN1CCOCC1, CCOC(C)=O, CN(C)C=O, [Cu]I, [Cu], O=C(O)c1ccc(Oc2ccccc2)cc1I, NC1CCCCC1, O=C(O)CC(O)(CC(=O)O)C(=O)O. Yields the product O=C(O)c1ccc(Oc2ccccc2)cc1NC1CCCCC1. Reaction SMILES: [CH3:25][N:26]1[CH2:27][CH2:28][O:29][CH2:30][CH2:31]1.[CH3:48][CH2:49][O:50][C:51](=[O:52])[CH3:53].[CH3:54][N:55]([CH3:56])[CH:57]=[O:58].[Cu:45][I:46].[Cu:47].[I:1][c:2]1[c:3]([C:4](=[O:5])[OH:6])[cH:7][cH:8][c:9]([O:11][c:12]2[cH:13][cH:14][cH:15][cH:16][cH:17]2)[cH:10]1.[NH2:18][CH:19]1[CH2:20][CH2:21][CH2:22][CH2:23][CH2:24]1.[OH:32][C:33]([CH2:34][C:35]([C:36](=[O:37])[OH:38])([CH2:39][C:40](=[O:41])[OH:42])[OH:43])=[O:44]>>[c:2]1([NH:18][CH:19]2[CH2:20][CH2:21][CH2:22][CH2:23][CH2:24]2)[c:3]([C:4](=[O:5])[OH:6])[cH:7][cH:8][c:9]([O:11][c:12]2[cH:13][cH:14][cH:15][cH:16][cH:17]2)[cH:10]1. Product: NC=1C=CC=C2C=CC(=CC12)Br (8-Amino-2-bromo-naphthalene). Solvent: O (water). The yield is 62.0%. As a reaction SMILES: [Br:1][C:2]1[CH:11]=[CH:10][C:9]2[C:4](=[C:5]([N+:12]([O-])=O)[CH:6]=[CH:7][CH:8]=2)[CH:3]=1>O.[Fe]>[NH2:12][C:5]1[CH:6]=[CH:7][CH:8]=[C:9]2[C:4]=1[CH:3]=[C:2]([Br:1])[CH:11]=[CH:10]2. Reactants: BrC1=CC2=C(C=CC=C2C=C1)[N+](=O)[O-] (2-bromo-8-nitro-naphthalene). Reported procedure: To a suspension of iron powder (1.66 g) in 25 ml water and 25% HCL (1.7 ml) was added 2-bromo-8-nitro-naphthalene (2.15 g, 8.5 mmol) and the reaction mixture was refluxed for 2 hours. The aqueous phase was extracted with ethyl acetate to give the crude product. Chromatography on silica gel (hexane/ethyl acetate 1/9 to 2/3) afforded 1.17 g (62%) of the product as brown oil. MS: m/e=222.2 (M+). Reagents/catalysts: [Fe] (iron). The reactants are F[B-](F)(F)F, CCN(C(C)C)C(C)C, CN(C)C=O, Cl, NC1CC(=O)N(c2ccc(OCc3cccc(F)c3)cc2)C1, O=C(O)C(F)F, CN(C)C(On1nnc2ccccc21)=[N+](C)C. The product is O=C(NC1CC(=O)N(c2ccc(OCc3cccc(F)c3)cc2)C1)C(F)F. Reaction SMILES: [B-:39]([F:40])([F:41])([F:42])[F:43].[CH2:24]([N:25]([CH:26]([CH3:27])[CH3:28])[CH:29]([CH3:30])[CH3:31])[CH3:32].[CH3:61][N:62]([CH3:63])[CH:64]=[O:65].[ClH:1].[NH2:2][CH:3]1[CH2:4][C:5](=[O:23])[N:6]([c:8]2[cH:9][cH:10][c:11]([O:14][CH2:15][c:16]3[cH:17][c:18]([F:22])[cH:19][cH:20][cH:21]3)[cH:12][cH:13]2)[CH2:7]1.[OH:33][C:34](=[O:35])[CH:36]([F:37])[F:38].[n:44]1([O:45][C:46]([N:47]([CH3:48])[CH3:49])=[N+:50]([CH3:51])[CH3:52])[c:53]2[cH:54][cH:55][cH:56][cH:57][c:58]2[n:59][n:60]1>>[NH:2]([CH:3]1[CH2:4][C:5](=[O:23])[N:6]([c:8]2[cH:9][cH:10][c:11]([O:14][CH2:15][c:16]3[cH:17][c:18]([F:22])[cH:19][cH:20][cH:21]3)[cH:12][cH:13]2)[CH2:7]1)[C:34](=[O:33])[CH:36]([F:37])[F:38]. Reported procedure: 3 g of trans-1,2,3,4,4a,5,10,10a-octahydro-6-methoxybenzo[g]quinoline are dissolved in 100 ml of dimethylformamide. 3.8 g potassium carbonate and 1.8 ml of n-propyl iodide are subsequently added and the obtained suspension is stirred for 2 days at room temperature. Run in CN(C=O)C (dimethylformamide). Conditions: time 2 day. The reactants are C([O-])([O-])=O.[K+].[K+] (potassium carbonate), C(CC)I (n-propyl iodide), COC1=CC=CC2=C1C[C@H]1CCCN[C@@H]1C2 (trans-1,2,3,4,4a,5,10,10a-octahydro-6-methoxybenzo[g]quinoline). Yields the product COC1=CC=CC2=C1C[C@H]1CCCN([C@@H]1C2)CCC (Trans-1,2,3,4,4a,5,10,10a-octahydro-6-methoxy-N-n-propylbenzo[g]quinoline). Reaction SMILES: [CH3:1][O:2][C:3]1[C:8]2[CH2:9][C@@H:10]3[C@@H:15]([CH2:16][C:7]=2[CH:6]=[CH:5][CH:4]=1)[NH:14][CH2:13][CH2:12][CH2:11]3.C(=O)([O-])[O-].[K+].[K+].[CH2:23](I)[CH2:24][CH3:25]>CN(C)C=O>[CH3:1][O:2][C:3]1[C:8]2[CH2:9][C@@H:10]3[C@@H:15]([CH2:16][C:7]=2[CH:6]=[CH:5][CH:4]=1)[N:14]([CH2:23][CH2:24][CH3:25])[CH2:13][CH2:12][CH2:11]3 |f:1.2.3|.